Dataset: the Open Reaction Database (ORD), a public repository of structured organic reaction records. Task: describe an organic reaction: reactants, conditions, products, and yield The reactants are COC1=CC=C(CS[C@H]2C[C@H](N(C2)C(=O)OCC2=CC=C(C=C2)[N+](=O)[O-])C(=O)O)C=C1 ((2S,4S)-4-(4-methoxybenzylthio)-1-(4-nitrobenzyloxycarbonyl)-2-pyrrolidinecarboxylic acid), N,N'-carbonyldiimidazole, OCC1NCCNC1 (2-hydroxymethylpiperazine). Product: OCC1CN(CCN1)C(=O)[C@H]1N(C[C@H](C1)SCC1=CC=C(C=C1)OC)C(=O)OCC1=CC=C(C=C1)[N+](=O)[O-] ((2S,4S)-2-(3-Hydroxymethyl-1-piperazinylcarbonyl)-4-(4-methoxybenzylthio)-1-(4-nitrobenzyloxycarbonyl)pyrrolidine). Isolated yield 56.6%. RXN SMILES: [CH3:1][O:2][C:3]1[CH:31]=[CH:30][C:6]([CH2:7][S:8][C@@H:9]2[CH2:13][N:12]([C:14]([O:16][CH2:17][C:18]3[CH:23]=[CH:22][C:21]([N+:24]([O-:26])=[O:25])=[CH:20][CH:19]=3)=[O:15])[C@H:11]([C:27]([OH:29])=O)[CH2:10]2)=[CH:5][CH:4]=1.[OH:32][CH2:33][CH:34]1[CH2:39][NH:38][CH2:37][CH2:36][NH:35]1>>[OH:32][CH2:33][CH:34]1[NH:35][CH2:36][CH2:37][N:38]([C:27]([C@@H:11]2[CH2:10][C@H:9]([S:8][CH2:7][C:6]3[CH:30]=[CH:31][C:3]([O:2][CH3:1])=[CH:4][CH:5]=3)[CH2:13][N:12]2[C:14]([O:16][CH2:17][C:18]2[CH:23]=[CH:22][C:21]([N+:24]([O-:26])=[O:25])=[CH:20][CH:19]=2)=[O:15])=[O:29])[CH2:39]1. Procedure details: Following a procedure similar to that described in Preparation 8, but using 10.0 g of (2S,4S)-4-(4-methoxybenzylthio)-1-(4-nitrobenzyloxycarbonyl)-2-pyrrolidinecarboxylic acid, 4.4 g of N,N'-carbonyldiimidazole and 4.0 g of 2-hydroxymethylpiperazine, 6.9 g of the title compound were obtained, as a powder. Starting materials: C(C)(C)(C)OC(=O)N1CCC(CC1)COC1=C(C=C(C=C1)C=1CCN(CC1)S(=O)(=O)C)F (4-[2-Fluoro-4-(1-methanesulfonyl-1,2,3,6-tetrahydro-pyridin-4-yl)-phenoxymethyl]-piperidine-1-carboxylic acid tert-butyl ester), C([O-])([O-])=O.[K+].[K+] (potassium carbonate), C(C)#N (acetonitrile), CS(=O)(=O)OCC1(CC1)C(F)(F)F ((1-(trifluoromethyl)cyclopropyl)methyl methanesulfonate). The solvent is ClCCl (dichloromethane), O (water). Run at temperature 140 celsius, time 30 minute. Product: CS(=O)(=O)N1CCC(=CC1)C1=NC=C(C=C1)OCC1CCN(CC1)CC1(CC1)C(F)(F)F (2-(1-(Methylsulfonyl)-1,2,3,6-tetrahydropyridin-4-yl)-5-((1-((1-(trifluoromethyl)cyclopropyl)methyl)piperidin-4-yl)methoxy)pyridine). Yield: 65.2%. Reaction SMILES: C(OC([N:8]1[CH2:13][CH2:12][CH:11]([CH2:14][O:15][C:16]2[CH:21]=[CH:20][C:19]([C:22]3[CH2:23][CH2:24][N:25]([S:28]([CH3:31])(=[O:30])=[O:29])[CH2:26][CH:27]=3)=C[C:17]=2F)[CH2:10][CH2:9]1)=O)(C)(C)C.C(=O)([O-])[O-].[K+].[K+].C(#[N:41])C.CS(O[CH2:47][C:48]1([C:51]([F:54])([F:53])[F:52])[CH2:50][CH2:49]1)(=O)=O>ClCCl.O>[CH3:31][S:28]([N:25]1[CH2:26][CH:27]=[C:22]([C:19]2[CH:20]=[CH:21][C:16]([O:15][CH2:14][CH:11]3[CH2:12][CH2:13][N:8]([CH2:47][C:48]4([C:51]([F:52])([F:53])[F:54])[CH2:49][CH2:50]4)[CH2:9][CH2:10]3)=[CH:17][N:41]=2)[CH2:23][CH2:24]1)(=[O:30])=[O:29] |f:1.2.3|. Procedure details: To Preparation 6 (206 mg, 0.586 mmol), potassium carbonate (243 mg, 1.76 mmol) and acetonitrile (2.93 mL, 56 mmol) in a microwave vial is added (1-(trifluoromethyl)cyclopropyl)methyl methanesulfonate (256 mg, 1.17 mmol). The microwave vial is sealed and heated at 140° C. for 2 h then 150° C. for 30 min in the Biotage microwave. The reaction is diluted with dichloromethane and water. The organic layer is separated and washed with brine, dried over sodium sulfate, filtered, and concentrated in vac... The product is COC(=O)c1cccc(CBr)n1. As a reaction SMILES: [Br:1][N:2]1[C:3](=[O:4])[CH2:5][CH2:6][C:7]1=[O:8].[C:20]([O:21][O:22][C:23](=[O:24])[c:25]1[cH:26][cH:27][cH:28][cH:29][cH:30]1)(=[O:31])[c:32]1[cH:33][cH:34][cH:35][cH:36][cH:37]1.[C:38]([Cl:39])([Cl:40])([Cl:41])[Cl:42].[CH3:9][O:10][C:11](=[O:12])[c:13]1[n:14][c:15]([CH3:19])[cH:16][cH:17][cH:18]1>>[Br:1][CH2:19][c:15]1[n:14][c:13]([C:11]([O:10][CH3:9])=[O:12])[cH:18][cH:17][cH:16]1. The reactants are O=C1CCC(=O)N1Br, O=C(OOC(=O)c1ccccc1)c1ccccc1, ClC(Cl)(Cl)Cl, COC(=O)c1cccc(C)n1.